Dataset: the Open Reaction Database (ORD), a public repository of structured organic reaction records. Task: describe an organic reaction: reactants, conditions, products, and yield The reactants are CC(=O)O, CC(=O)O[BH-](OC(C)=O)OC(C)=O, CCc1c(CC=O)cccc1-c1nnc(-c2ccc(OC(C)C)c(Cl)c2)s1, ClCCl, O=C(O)C1CCNC1, [Na+], O. The product is CCc1c(CCN2CCC(C(=O)O)C2)cccc1-c1nnc(-c2ccc(OC(C)C)c(Cl)c2)s1. RXN SMILES: [C:36]([OH:37])(=[O:38])[CH3:39].[C:40]([O:41][BH-:42]([O:43][C:44](=[O:45])[CH3:46])[O:47][C:48](=[O:49])[CH3:50])(=[O:51])[CH3:52].[Cl:1][c:2]1[cH:3][c:4](-[c:12]2[n:13][n:14][c:15](-[c:17]3[c:18]([CH2:26][CH3:27])[c:19]([CH2:23][CH:24]=[O:25])[cH:20][cH:21][cH:22]3)[s:16]2)[cH:5][cH:6][c:7]1[O:8][CH:9]([CH3:10])[CH3:11].[Cl:54][CH2:55][Cl:56].[NH:28]1[CH2:29][CH:30]([C:33](=[O:34])[OH:35])[CH2:31][CH2:32]1.[Na+:53].[OH2:57]>>[Cl:1][c:2]1[cH:3][c:4](-[c:12]2[n:13][n:14][c:15](-[c:17]3[c:18]([CH2:26][CH3:27])[c:19]([CH2:23][CH2:24][N:28]4[CH2:29][CH:30]([C:33](=[O:34])[OH:35])[CH2:31][CH2:32]4)[cH:20][cH:21][cH:22]3)[s:16]2)[cH:5][cH:6][c:7]1[O:8][CH:9]([CH3:10])[CH3:11]. The reactants are N#CC1(c2ccccc2)CCC(OCC2CC2)(c2cccc(Br)c2)CC1, [K+], [Na+], [OH-], O, OCCO, O=S(=O)([O-])O. Product: O=C(O)C1(c2ccccc2)CCC(OCC2CC2)(c2cccc(Br)c2)CC1. As a reaction SMILES: [Br:1][c:2]1[cH:3][c:4]([C:8]2([O:22][CH2:23][CH:24]3[CH2:25][CH2:26]3)[CH2:9][CH2:10][C:11]([C:14]#[N:15])([c:16]3[cH:17][cH:18][cH:19][cH:20][cH:21]3)[CH2:12][CH2:13]2)[cH:5][cH:6][cH:7]1.[K+:28].[Na+:35].[OH-:27].[OH2:29].[OH:36][CH2:37][CH2:38][OH:39].[S:30]([O-:31])([OH:32])(=[O:33])=[O:34]>>[Br:1][c:2]1[cH:3][c:4]([C:8]2([O:22][CH2:23][CH:24]3[CH2:25][CH2:26]3)[CH2:9][CH2:10][C:11]([C:14](=[O:27])[OH:29])([c:16]3[cH:17][cH:18][cH:19][cH:20][cH:21]3)[CH2:12][CH2:13]2)[cH:5][cH:6][cH:7]1. The reactants are COc1cc2c(Cl)ncnc2cc1OCCCN1CCN(C(C)=O)CC1, O=C([O-])[O-], CC(C)=O, [Cs+], [Cs+], Oc1ccc2[nH]ncc2c1. The product is COc1cc2c(Oc3ccc4[nH]ncc4c3)ncnc2cc1OCCCN1CCN(C(C)=O)CC1. Reaction SMILES: [C:1]([CH3:2])(=[O:3])[N:4]1[CH2:5][CH2:6][N:7]([CH2:10][CH2:11][CH2:12][O:13][c:14]2[c:15]([O:25][CH3:26])[cH:16][c:17]3[c:18]([Cl:24])[n:19][cH:20][n:21][c:22]3[cH:23]2)[CH2:8][CH2:9]1.[C:37](=[O:38])([O-:39])[O-:40].[CH3:43][C:44](=[O:45])[CH3:46].[Cs+:41].[Cs+:42].[OH:27][c:28]1[cH:29][c:30]2[cH:31][n:32][nH:33][c:34]2[cH:35][cH:36]1>>[C:1]([CH3:2])(=[O:3])[N:4]1[CH2:5][CH2:6][N:7]([CH2:10][CH2:11][CH2:12][O:13][c:14]2[c:15]([O:25][CH3:26])[cH:16][c:17]3[c:18]([O:27][c:28]4[cH:29][c:30]5[cH:31][n:32][nH:33][c:34]5[cH:35][cH:36]4)[n:19][cH:20][n:21][c:22]3[cH:23]2)[CH2:8][CH2:9]1. Starting materials: N-4-dimethylaminopyridine, Cl.CN(CCCN=C=NCC)C (1-(3-dimethylaminopropyl)-3-ethylcarbodiimide hydrochloride), TEA, FC(OC1=CC=C(OC2=C(C=CC=C2)N)C=C1)(F)F (2-(4-Trifluoromethoxy-phenoxy)-phenylamine), C(C)(C)(C)OC(=O)N1CCC(CC1)C(=O)O (Piperidine-1,4-dicarboxylic acid mono-tert-butyl ester). Solvent: C(Cl)Cl (DCM), C(Cl)Cl (DCM), C(Cl)Cl (DCM). The product is C(C)(C)(C)OC(=O)N1CCC(CC1)C(NC1=C(C=CC=C1)OC1=CC=C(C=C1)OC(F)(F)F)=O (4-[2-(4-Trifluoromethoxy-phenoxy)-phenylcarbamoyl]-piperidine-1-carboxylic acid tert-butyl ester). Reaction SMILES: [C:1]([O:5][C:6]([N:8]1[CH2:13][CH2:12][CH:11]([C:14]([OH:16])=O)[CH2:10][CH2:9]1)=[O:7])([CH3:4])([CH3:3])[CH3:2].Cl.CN(C)CCCN=C=NCC.[F:29][C:30]([F:47])([F:46])[O:31][C:32]1[CH:45]=[CH:44][C:35]([O:36][C:37]2[CH:42]=[CH:41][CH:40]=[CH:39][C:38]=2[NH2:43])=[CH:34][CH:33]=1>C(Cl)Cl>[C:1]([O:5][C:6]([N:8]1[CH2:9][CH2:10][CH:11]([C:14](=[O:16])[NH:43][C:38]2[CH:39]=[CH:40][CH:41]=[CH:42][C:37]=2[O:36][C:35]2[CH:44]=[CH:45][C:32]([O:31][C:30]([F:29])([F:46])[F:47])=[CH:33][CH:34]=2)[CH2:12][CH2:13]1)=[O:7])([CH3:2])([CH3:3])[CH3:4] |f:1.2|. Procedure details: Piperidine-1,4-dicarboxylic acid mono-tert-butyl ester (HVB01062, 1.19 g, 5.2 mmol) was dissolved in anhydrous DCM (40 ml), and stirred under nitrogen. To this was added N N-4-dimethylaminopyridine (cat.), 1-(3-dimethylaminopropyl)-3-ethylcarbodiimide hydrochloride (3.0 g, 4.2 mmol) and TEA (0.84 ml). Stirred for 30 min. 2-(4-Trifluoromethoxy-phenoxy)-phenylamine (HVB01053, 1.4 g, 5.2 mmol) was added and stirred under nitrogen for 20 h. Diluted with DCM, washed with HCl (1M, 20 ml), Sodium hydro... Starting materials: Cl.ClC(CN1C=NC=C1)CCC1=CC=CC=C1 (1-(2-chloro-4-phenylbutyl) imidazole hydrochloride), ClC=1C=C(CS)C=CC1Cl (3,4-dichlorobenzylmercaptan), [H-].[Na+] (sodium hydride). Run in O1CCCC1 (tetrahydrofuran). Product: ClC=1C=C(CSC(CN2C=NC=C2)CCC2=CC=CC=C2)C=CC1Cl (1-[2-(3,4-dichlorobenzylthio)-4-phenylbutyl]imidazole). Reaction SMILES: Cl.Cl[CH:3]([CH2:10][CH2:11][C:12]1[CH:17]=[CH:16][CH:15]=[CH:14][CH:13]=1)[CH2:4][N:5]1[CH:9]=[CH:8][N:7]=[CH:6]1.[Cl:18][C:19]1[CH:20]=[C:21]([CH:24]=[CH:25][C:26]=1[Cl:27])[CH2:22][SH:23].[H-].[Na+]>O1CCCC1>[Cl:18][C:19]1[CH:20]=[C:21]([CH:24]=[CH:25][C:26]=1[Cl:27])[CH2:22][S:23][CH:3]([CH2:10][CH2:11][C:12]1[CH:17]=[CH:16][CH:15]=[CH:14][CH:13]=1)[CH2:4][N:5]1[CH:9]=[CH:8][N:7]=[CH:6]1 |f:0.1,3.4|. Reported procedure: 600 Mg. of 1-(2-chloro-4-phenylbutyl) imidazole hydrochloride was added to a fully reacted mixture of 1.1 g. of 3,4-dichlorobenzylmercaptan and 400 mg. of 56% sodium hydride dispersion in mineral oil in 30 ml. of tetrahydrofuran. After stirring under reflux for 12 hours the solvent was evaporated under vacuum and 150 ml. of ether was added. The resulting mixture was washed twice with water and the ethereal solution dried and evaporated to afford 1-[2-(3,4-dichlorobenzylthio)-4-phenylbutyl]imidaz... Reactants: C1(=CC=C(C=C1)S(=O)(=O)O)C.C(C)OC([C@@H](NC(C1=CC=C(C=C1)CCC1=CNC=2NC(=NC(C21)=O)N)=O)CCC(=O)OCC)=O (4-[2-(2-amino-4,7-dihydro-4-oxo-1H-pyrrolo[2,3-d]pyrimidin-5-yl)ethyl]benzoyl-L-glutamic acid diethyl ester p-toluenesulfonate salt), [OH-].[Na+] (sodium hydroxide). Product: C1=CC(=CC=C1CCC2=CNC3=C2C(=O)NC(=N3)N)C(=O)N[C@H](CCC(=O)[O-])C(=O)[O-].[Na+].[Na+] (pemetrexed disodium). As a reaction SMILES: C1(C)C=CC(S(O)(=O)=O)=CC=1.C([O:14][C:15](=[O:46])[C@H:16]([CH2:39][CH2:40][C:41]([O:43]CC)=[O:42])[NH:17][C:18](=[O:38])[C:19]1[CH:24]=[CH:23][C:22]([CH2:25][CH2:26][C:27]2[C:35]3[C:34](=[O:36])[N:33]=[C:32]([NH2:37])[NH:31][C:30]=3[NH:29][CH:28]=2)=[CH:21][CH:20]=1)C.[OH-].[Na+:48]>>[CH:21]1[C:22]([CH2:25][CH2:26][C:27]2[C:35]3[C:34]([NH:33][C:32]([NH2:37])=[N:31][C:30]=3[NH:29][CH:28]=2)=[O:36])=[CH:23][CH:24]=[C:19]([C:18]([NH:17][C@@H:16]([C:15]([O-:46])=[O:14])[CH2:39][CH2:40][C:41]([O-:43])=[O:42])=[O:38])[CH:20]=1.[Na+:48].[Na+:48] |f:0.1,2.3,4.5.6|. Procedure details: reacting N-[4-[2-(2-amino-4,7-dihydro-4-oxo-1H-pyrrolo[2,3-d]pyrimidin-5-yl)ethyl]benzoyl-L-glutamic acid diethyl ester p-toluenesulfonate salt with sodium hydroxide to give pemetrexed disodium. The product is CCOC(=O)c1ccc(C2CCC3(CC2)CO3)cc1. The reactants are C1CCOC1, CS(C)=O, C[S+](C)(C)=O, CS(C)=O, [H-], [I-], [Na+], CCOC(=O)c1ccc(C2CCC(=O)CC2)cc1, O. RXN SMILES: [CH2:35]1[O:36][CH2:37][CH2:38][CH2:39]1.[CH3:31][S:32]([CH3:33])=[O:34].[CH3:4][S+:5]([CH3:6])([CH3:7])=[O:8].[CH3:9][S:10]([CH3:11])=[O:12].[H-:1].[I-:3].[Na+:2].[O:13]=[C:14]1[CH2:15][CH2:16][CH:17]([c:20]2[cH:21][cH:22][c:23]([C:24](=[O:25])[O:26][CH2:27][CH3:28])[cH:29][cH:30]2)[CH2:18][CH2:19]1.[OH2:40]>>[CH2:9]1[O:13][C:14]12[CH2:15][CH2:16][CH:17]([c:20]1[cH:21][cH:22][c:23]([C:24](=[O:25])[O:26][CH2:27][CH3:28])[cH:29][cH:30]1)[CH2:18][CH2:19]2.